Dataset: the Open Reaction Database (ORD), a public repository of structured organic reaction records. Task: describe an organic reaction: reactants, conditions, products, and yield Starting materials: ClC1=CN=C2C(=N1)SC(=C2)C(=O)NC2=C(C=CC(=C2)NC(C2=CC(=CC=C2)C(C)(C)C#N)=O)C (3-chloro-N-(5-(3-(2-cyanopropan-2-yl)benzamido)-2-methylphenyl)thieno[2,3-b]pyrazine-6-carboxamide), N1=CC(=CC=C1)B(O)O (pyridine-3-boronic acid), P(=O)([O-])([O-])[O-].[K+].[K+].[K+] (potassium phosphate), C1(CCCCC1)P(C1=C(C=CC=C1)C1=C(C=C(C=C1C(C)C)C(C)C)C(C)C)C1CCCCC1 (2-dicyclohexylphosphino-2′,4′,6′-triisopropylbiphenyl). Reaction conditions: temperature 100 celsius, time 30 minute. The product is C(#N)C(C)(C)C=1C=C(C(=O)NC=2C=CC(=C(C2)NC(=O)C2=CC=3C(=NC(=CN3)C=3C=NC=CC3)S2)C)C=CC1 (N-(5-(3-(2-cyanopropan-2-yl)benzamido)-2-methylphenyl)-3-(pyridin-3-yl)thieno[2,3-b]pyrazine-6-carboxamide). Yield: 1.8%. RXN SMILES: Cl[C:2]1[N:7]=[C:6]2[S:8][C:9]([C:11]([NH:13][C:14]3[CH:19]=[C:18]([NH:20][C:21](=[O:33])[C:22]4[CH:27]=[CH:26][CH:25]=[C:24]([C:28]([C:31]#[N:32])([CH3:30])[CH3:29])[CH:23]=4)[CH:17]=[CH:16][C:15]=3[CH3:34])=[O:12])=[CH:10][C:5]2=[N:4][CH:3]=1.[N:35]1[CH:40]=[CH:39][CH:38]=[C:37](B(O)O)[CH:36]=1.P([O-])([O-])([O-])=O.[K+].[K+].[K+].C1(P(C2CCCCC2)C2C=CC=CC=2C2C(C(C)C)=CC(C(C)C)=CC=2C(C)C)CCCCC1>>[C:31]([C:28]([C:24]1[CH:23]=[C:22]([CH:27]=[CH:26][CH:25]=1)[C:21]([NH:20][C:18]1[CH:17]=[CH:16][C:15]([CH3:34])=[C:14]([NH:13][C:11]([C:9]2[S:8][C:6]3=[N:7][C:2]([C:37]4[CH:36]=[N:35][CH:40]=[CH:39][CH:38]=4)=[CH:3][N:4]=[C:5]3[CH:10]=2)=[O:12])[CH:19]=1)=[O:33])([CH3:30])[CH3:29])#[N:32] |f:2.3.4.5|. Procedure details: A mixture of 3-chloro-N-(5-(3-(2-cyanopropan-2-yl)benzamido)-2-methylphenyl)thieno[2,3-b]pyrazine-6-carboxamide 95 (204 mmol, 100 mg), pyridine-3-boronic acid (0.306 mmol, 37 mg), potassium phosphate, tribasic (0.408, 87 mg), (0.05 eq, 9 mg), and 2-dicyclohexylphosphino-2′,4′,6′-triisopropylbiphenyl (0.1 eq, 9 mg) was stirred at 100° C. for 30 min. Evaporated to dryness and purified by chromatography (0-100% ethyl acetate in CH2Cl2) and HPLC to yield N-(5-(3-(2-cyanopropan-2-yl)benzamido)-2-meth... Starting materials: C(C)(C)(C)OC(=O)N1C(O[C@H]([C@@H]1C1CC1)C(=O)OCC)C1=CC=C(C=C1)OC (ethyl (4S,5R)-3-tert-butoxycarbonyl-2-(4-methoxyphenyl)-4-cyclopropyl-5-oxazolidinecarboxylate), [OH-].[Li+] (lithium hydroxide). Solvent: CO (methanol), O (water). Run at time 1 hour. Yields the product C(C)(C)(C)OC(=O)N1C(O[C@H]([C@@H]1C1CC1)C(=O)O)C1=CC=C(C=C1)OC ((4S,5R)-3-tert-butoxycarbonyl-2-(4-methoxyphenyl)-4-cyclopropyl-5-oxazolidinecarboxylic acid). Isolated yield 96.8%. As a reaction SMILES: [C:1]([O:5][C:6]([N:8]1[C@@H:12]([CH:13]2[CH2:15][CH2:14]2)[C@H:11]([C:16]([O:18]CC)=[O:17])[O:10][CH:9]1[C:21]1[CH:26]=[CH:25][C:24]([O:27][CH3:28])=[CH:23][CH:22]=1)=[O:7])([CH3:4])([CH3:3])[CH3:2].[OH-].[Li+]>CO.O>[C:1]([O:5][C:6]([N:8]1[C@@H:12]([CH:13]2[CH2:15][CH2:14]2)[C@H:11]([C:16]([OH:18])=[O:17])[O:10][CH:9]1[C:21]1[CH:26]=[CH:25][C:24]([O:27][CH3:28])=[CH:23][CH:22]=1)=[O:7])([CH3:4])([CH3:3])[CH3:2] |f:1.2|. Reported procedure: To a solution of 881 mg of ethyl (4S,5R)-3-tert-butoxycarbonyl-2-(4-methoxyphenyl)-4-cyclopropyl-5-oxazolidinecarboxylate (diastereomeric mixture) in 16 ml of methanol is added dropwise a solution of 64.7 mg of lithium hydroxide in 8 ml of water under cooling, and the mixture is stirred at room temperature for 1 hour. After the reaction mixture is evaporated under reduced pressure to remove methanol, the residue is dissolved in chloroform. The pH of the solution is adjusted to pH 2 with 10% hydr... The reactants are CS(=O)(=O)c1ccc(-c2nccs2)c(C(=O)O)c1, CC(=O)c1ccc(N2CCNCC2)c(F)c1. The product is CC(=O)c1ccc(N2CCN(C(=O)c3cc(S(C)(=O)=O)ccc3-c3nccs3)CC2)c(F)c1. Reaction SMILES: [CH3:17][S:18](=[O:19])(=[O:20])[c:21]1[cH:22][cH:23][c:24](-[c:30]2[s:31][cH:32][cH:33][n:34]2)[c:25]([C:26](=[O:27])[OH:28])[cH:29]1.[F:1][c:2]1[cH:3][c:4]([C:14]([CH3:15])=[O:16])[cH:5][cH:6][c:7]1[N:8]1[CH2:9][CH2:10][NH:11][CH2:12][CH2:13]1>>[F:1][c:2]1[cH:3][c:4]([C:14]([CH3:15])=[O:16])[cH:5][cH:6][c:7]1[N:8]1[CH2:9][CH2:10][N:11]([C:26]([c:25]2[c:24](-[c:30]3[s:31][cH:32][cH:33][n:34]3)[cH:23][cH:22][c:21]([S:18]([CH3:17])(=[O:19])=[O:20])[cH:29]2)=[O:27])[CH2:12][CH2:13]1. Starting materials: N1=C(C(=CC=C1)O)O (2,3-pyridinediol), C(C)(=O)[O-].[Na+] (sodium acetate), ice, C(C=1C(N)=CC=CC1)(=O)OCN1C(C=2C(C1=O)=CC=CC2)=O (Phthalimidomethyl anthranilate), N(=O)[O-].[Na+] (sodium nitrite), Cl (hydrochloric acid). Solvent: O (water), CO (methanol), O1CCCC1 (tetrahydrofuran). Conditions: time 20 minute. The product is OC=1C=CC(=NC1O)N=NC1=C(C(=O)OCN2C(C=3C(C2=O)=CC=CC3)=O)C=CC=C1 (Phthalimidomethyl 2-(5,6-Dihydroxy-2-pyridylazo)benzoate). As a reaction SMILES: [C:1]([O:10][CH2:11][N:12]1[C:16](=[O:17])[C:15]2=[CH:18][CH:19]=[CH:20][CH:21]=[C:14]2[C:13]1=[O:22])(=[O:9])[C:2]1[C:3](=[CH:5][CH:6]=[CH:7][CH:8]=1)[NH2:4].Cl.[N:24]([O-])=O.[Na+].[N:28]1[CH:33]=[CH:32][CH:31]=[C:30]([OH:34])[C:29]=1[OH:35].C([O-])(=O)C.[Na+]>O1CCCC1.O.CO>[OH:34][C:30]1[CH:31]=[CH:32][C:33]([N:24]=[N:4][C:3]2[CH:5]=[CH:6][CH:7]=[CH:8][C:2]=2[C:1]([O:10][CH2:11][N:12]2[C:16](=[O:17])[C:15]3=[CH:18][CH:19]=[CH:20][CH:21]=[C:14]3[C:13]2=[O:22])=[O:9])=[N:28][C:29]=1[OH:35] |f:2.3,5.6|. Procedure details: Phthalimidomethyl anthranilate (1.0 g) was dissolved in 20 ml tetrahydrofuran (THF), concentrated hydrochloric acid added (1 ml) and the solution cooled in an ice bath. With rapid stirring sodium nitrite (0.23 g dissolved in 1 ml water) was added and the mixture stirred for another 20 minutes. This solution was then added dropwise to an ice-cooled solution of 2,3-pyridinediol (0.4 g) and sodium acetate (2.0 g) in 50 ml of a 2:1 mixture by volume of methanol and water. On further stirring for 1 h... The reactants are Cc1ccccc1, CCOC(=O)c1cc(CN)nc(OC)c1, O=C(N=C=S)OCC1c2ccccc2-c2ccccc21. The product is CCOC(=O)c1cc(CNC(=S)NC(=O)OCC2c3ccccc3-c3ccccc32)nc(OC)c1. As a reaction SMILES: [CH3:36][c:37]1[cH:38][cH:39][cH:40][cH:41][cH:42]1.[NH2:1][CH2:2][c:3]1[cH:4][c:5]([C:6](=[O:7])[O:8][CH2:9][CH3:10])[cH:11][c:12]([O:14][CH3:15])[n:13]1.[cH:16]1[cH:17][cH:18][cH:19][c:20]2[c:28]1[CH:27]([CH2:29][O:30][C:31](=[O:32])[N:33]=[C:34]=[S:35])[c:26]1[c:21]-2[cH:22][cH:23][cH:24][cH:25]1>>[NH:1]([CH2:2][c:3]1[cH:4][c:5]([C:6](=[O:7])[O:8][CH2:9][CH3:10])[cH:11][c:12]([O:14][CH3:15])[n:13]1)[C:34]([NH:33][C:31]([O:30][CH2:29][CH:27]1[c:26]2[c:21]([cH:22][cH:23][cH:24][cH:25]2)-[c:20]2[cH:19][cH:18][cH:17][cH:16][c:28]21)=[O:32])=[S:35]. The reactants are IC=1SC(=C(N1)C)C (2-iodo-4,5-dimethyl-1,3-thiazole), ( 6 ), C([O-])(O)=O.[Na+] (Sodium bicarbonate), COC1=NC=C(C(=N1)OC)B(O)O ([2,4-bis(methyloxy)-5-pyrimidinyl]boronic acid). The reagents and catalysts are C=1C=CC(=CC1)[P](C=2C=CC=CC2)(C=3C=CC=CC3)[Pd]([P](C=4C=CC=CC4)(C=5C=CC=CC5)C=6C=CC=CC6)([P](C=7C=CC=CC7)(C=8C=CC=CC8)C=9C=CC=CC9)[P](C=1C=CC=CC1)(C=1C=CC=CC1)C=1C=CC=CC1 (Tetrakis(triphenylphosphine)palladium(0)). Solvent: COCCOC (1,2-Dimethoxyethane), C(Cl)Cl (DCM). Reaction conditions: time 10 minute. Yields the product CC=1N=C(SC1C)C=1C(=NC(=NC1)OC)OC (5-(4,5-dimethyl-1,3-thiazol-2-yl)-2,4-bis(methyloxy)pyrimidine). As a reaction SMILES: I[C:2]1[S:3][C:4]([CH3:8])=[C:5]([CH3:7])[N:6]=1.C(=O)(O)[O-].[Na+].[CH3:14][O:15][C:16]1[N:21]=[C:20]([O:22][CH3:23])[C:19](B(O)O)=[CH:18][N:17]=1>COCCOC.C(Cl)Cl.C1C=CC([P]([Pd]([P](C2C=CC=CC=2)(C2C=CC=CC=2)C2C=CC=CC=2)([P](C2C=CC=CC=2)(C2C=CC=CC=2)C2C=CC=CC=2)[P](C2C=CC=CC=2)(C2C=CC=CC=2)C2C=CC=CC=2)(C2C=CC=CC=2)C2C=CC=CC=2)=CC=1>[CH3:7][C:5]1[N:6]=[C:2]([C:19]2[C:20]([O:22][CH3:23])=[N:21][C:16]([O:15][CH3:14])=[N:17][CH:18]=2)[S:3][C:4]=1[CH3:8] |f:1.2,^1:39,41,60,79|. Procedure: 2-iodo-4,5-dimethyl-1,3-thiazole (prepared in a similar manner to that described in JACS 123 (6), 1017-1022, (2001), 250 mg, 1.046 mmol) was dissolved in 1,2-Dimethoxyethane (DME) (4.357 ml). Tetrakis(triphenylphosphine)palladium(0) (60.4 mg, 0.052 mmol) was added and the mixture was stirred at room temperature for 10 minutes. Sodium bicarbonate (4.183 ml, 4.18 mmol) and [2,4-bis(methyloxy)-5-pyrimidinyl]boronic acid (385 mg, 2.091 mmol) were added and the resulting mixture was stirred at 85° C.... The reactants are S(=O)(=O)(O)O.NC=1NC=CN1.NC=1NC=CN1 (2-amino-1H-imidazol-hemisulfate), Azo, C([O-])(O)=O.[Na+] (sodium bicarbonate), BrCCN(C1=CC=CC=C1)CC (N-(2-bromoethyl)-N-ethylaniline), diazonium, Cl (hydrochloric acid), [N+](=O)([O-])[O-].[Na+] (sodium nitrate). Run in O (water), C(C)(=O)O (acetic acid). Reaction conditions: time 2 hour. Yields the product BrCCN(C1=CC=C(C=C1)\N=N\C=1NC=CN1)CC (N-(2-bromoethyl)-N-ethyl-4-[(E)-1H-imidazol-2-yldiazenyl]aniline). The yield is 37.3%. RXN SMILES: S(O)(O)(=O)=O.[NH2:6][C:7]1[NH:8][CH:9]=[CH:10][N:11]=1.[NH2:12]C1NC=CN=1.Cl.[N+]([O-])([O-])=O.[Na+].[Br:24][CH2:25][CH2:26][N:27]([CH2:34][CH3:35])[C:28]1[CH:33]=[CH:32][CH:31]=[CH:30][CH:29]=1.C(=O)(O)[O-].[Na+]>O.C(O)(=O)C>[Br:24][CH2:25][CH2:26][N:27]([CH2:34][CH3:35])[C:28]1[CH:33]=[CH:32][C:31](/[N:12]=[N:6]/[C:7]2[NH:8][CH:9]=[CH:10][N:11]=2)=[CH:30][CH:29]=1 |f:0.1.2,4.5,7.8|. Procedure details: 1.32 g 2-amino-1H-imidazol-hemisulfate is diazotized in a mixture containing 2 ml hydrochloric acid, 2 ml acetic acid, 12 ml water and 0.7 g sodium nitrate at 5° C. Azo coupling is performed by adding 2.3 g N-(2-bromoethyl)-N-ethylaniline to the above diazonium solution. After stirring for 2 hours at room temperature the mixture is poured on 50 ml saturated sodium bicarbonate. The resulted precipitate is filtered off, washed with water, and dried in vacuum at 40° C. After chromatography on silic...